This data is from the Open Reaction Database (ORD), a public repository of structured organic reaction records. The task is: describe an organic reaction: reactants, conditions, products, and yield The reactants are C1CCOC1, COc1ccc(C(=O)Cl)cc1C(F)(F)F, CCN(C(C)C)C(C)C, CNC1CN(C(=O)C2CCN(C(=O)C3(C)CC3)CC2)CC1c1ccc(Cl)c(Cl)c1. Yields the product COc1ccc(C(=O)N(C)C2CN(C(=O)C3CCN(C(=O)C4(C)CC4)CC3)CC2c2ccc(Cl)c(Cl)c2)cc1C(F)(F)F. Reaction SMILES: [CH2:54]1[O:55][CH2:56][CH2:57][CH2:58]1.[CH3:39][O:40][c:41]1[c:42]([C:50]([F:51])([F:52])[F:53])[cH:43][c:44]([C:45](=[O:46])[Cl:47])[cH:48][cH:49]1.[CH:30]([N:31]([CH2:32][CH3:33])[CH:34]([CH3:35])[CH3:36])([CH3:37])[CH3:38].[Cl:1][c:2]1[cH:3][c:4]([CH:9]2[CH2:10][N:11]([C:16](=[O:17])[CH:18]3[CH2:19][CH2:20][N:21]([C:24](=[O:25])[C:26]4([CH3:29])[CH2:27][CH2:28]4)[CH2:22][CH2:23]3)[CH2:12][CH:13]2[NH:14][CH3:15])[cH:5][cH:6][c:7]1[Cl:8]>>[Cl:1][c:2]1[cH:3][c:4]([CH:9]2[CH2:10][N:11]([C:16](=[O:17])[CH:18]3[CH2:19][CH2:20][N:21]([C:24](=[O:25])[C:26]4([CH3:29])[CH2:27][CH2:28]4)[CH2:22][CH2:23]3)[CH2:12][CH:13]2[N:14]([CH3:15])[C:45]([c:44]2[cH:43][c:42]([C:50]([F:51])([F:52])[F:53])[c:41]([O:40][CH3:39])[cH:49][cH:48]2)=[O:46])[cH:5][cH:6][c:7]1[Cl:8]. RXN SMILES: [NH2:1][c:2]1[cH:3][c:4]([NH:8][CH2:9][CH2:10][CH2:11][O:12][c:13]2[cH:14][c:15]3[c:16]([cH:28][cH:29]2)[CH2:17][CH:18]([CH2:23][C:24](=[O:25])[O:26][CH3:27])[C:19](=[O:22])[NH:20][CH2:21]3)[n:5][cH:6][cH:7]1.[OH2:59].[n:30]1[cH:31][cH:32][cH:33][cH:34][c:35]1[NH:36][CH2:37][CH2:38][CH2:39][O:40][c:41]1[cH:42][cH:43][c:44]2[c:57]([cH:58]1)[CH2:56][NH:55][C:53](=[O:54])[CH:46]([CH2:47][C:48]([O:49][CH2:50][CH3:51])=[O:52])[CH2:45]2>>[NH2:1][c:2]1[cH:3][c:4]([NH:8][CH2:9][CH2:10][CH2:11][O:12][c:13]2[cH:14][c:15]3[c:16]([cH:28][cH:29]2)[CH2:17][CH:18]([CH2:23][C:24](=[O:25])[OH:26])[C:19](=[O:22])[NH:20][CH2:21]3)[n:5][cH:6][cH:7]1. The reactants are COC(=O)CC1Cc2ccc(OCCCNc3cc(N)ccn3)cc2CNC1=O, O, CCOC(=O)CC1Cc2ccc(OCCCNc3ccccn3)cc2CNC1=O. Product: Nc1ccnc(NCCCOc2ccc3c(c2)CNC(=O)C(CC(=O)O)C3)c1. The reactants are CCCCc1ncc(CC(Cc2ccccc2)C(=O)OC)n1Cc1ccccc1, CCO, [K+], [OH-], O. RXN SMILES: [CH2:1]([CH2:2][CH2:3][CH3:4])[c:5]1[n:6]([CH2:23][c:24]2[cH:25][cH:26][cH:27][cH:28][cH:29]2)[c:7]([CH2:10][CH:11]([C:12](=[O:13])[O:14][CH3:15])[CH2:16][c:17]2[cH:18][cH:19][cH:20][cH:21][cH:22]2)[cH:8][n:9]1.[CH3:32][CH2:33][OH:34].[K+:31].[OH-:30].[OH2:35]>>[CH2:1]([CH2:2][CH2:3][CH3:4])[c:5]1[n:6]([CH2:23][c:24]2[cH:25][cH:26][cH:27][cH:28][cH:29]2)[c:7]([CH2:10][CH:11]([C:12](=[O:13])[OH:14])[CH2:16][c:17]2[cH:18][cH:19][cH:20][cH:21][cH:22]2)[cH:8][n:9]1. Product: CCCCc1ncc(CC(Cc2ccccc2)C(=O)O)n1Cc1ccccc1. Reactants: C1CCOC1, CC(C)(C)[O-], Fc1nc(F)c(Cl)c(F)c1F, [Li+]. Product: CC(C)(C)Oc1c(F)c(F)nc(F)c1Cl. As a reaction SMILES: [CH2:18]1[O:19][CH2:20][CH2:21][CH2:22]1.[CH3:12][C:13]([CH3:14])([O-:15])[CH3:16].[Cl:1][c:2]1[c:3]([F:11])[n:4][c:5]([F:10])[c:6]([F:9])[c:7]1[F:8].[Li+:17]>>[Cl:1][c:2]1[c:3]([F:11])[n:4][c:5]([F:10])[c:6]([F:9])[c:7]1[O:15][C:13]([CH3:12])([CH3:14])[CH3:16]. The reactants are [N+](=O)([O-])C(COCC=C)(C)[N+](=O)[O-] (allyl 2,2-dinitropropyl ether), ClC=1C=C(C(=O)OO)C=CC1 (m-chloroperoxybenzoic acid). Solvent: C(Cl)(Cl)Cl (chloroform), C(Cl)(Cl)Cl (chloroform). Reaction conditions: temperature 70 celsius. The product is C(C1CO1)OCC(C)([N+](=O)[O-])[N+](=O)[O-] (2,2-dinitropropyl glycidyl ether). Isolated yield 63.7%. As a reaction SMILES: [N+:1]([C:4]([N+:11]([O-:13])=[O:12])([CH3:10])[CH2:5][O:6][CH2:7][CH:8]=[CH2:9])([O-:3])=[O:2].ClC1C=C(C=CC=1)C(OO)=[O:19]>C(Cl)(Cl)Cl>[CH2:7]([O:6][CH2:5][C:4]([N+:11]([O-:13])=[O:12])([N+:1]([O-:3])=[O:2])[CH3:10])[CH:8]1[O:19][CH2:9]1. Procedure: A solution of allyl 2,2-dinitropropyl ether (30 g, 160 mmol) in chloroform (50 ml) was added to a mechanically stirred mixture of m-chloroperoxybenzoic acid (35 g, 200 mmol) and chloroform (300 ml). The mixture was refluxed at 70° C. for 6 h under nitrogen. The mixture was cooled with an ice bath for 30 min and filtered. The filtrate was concentrated and additional precipitate was filtered out. The filtrate was diluted with methylene chloride, washed with 10% sodium thiosulfate, saturated sodium... The reactants are ClC1=NC2=C(C=CC=C2C=C1C=O)Cl (2,8-dichloroquinoline 3-carbaldehyde), FC(C1=C(C=CC=C1)B(O)O)(F)F (2-trifluoromethylphenyl boronic acid), C([O-])([O-])=O.[Na+].[Na+] (sodium carbonate). The reagents and catalysts are C=1C=CC(=CC1)[P](C=2C=CC=CC2)(C=3C=CC=CC3)[Pd]([P](C=4C=CC=CC4)(C=5C=CC=CC5)C=6C=CC=CC6)([P](C=7C=CC=CC7)(C=8C=CC=CC8)C=9C=CC=CC9)[P](C=1C=CC=CC1)(C=1C=CC=CC1)C=1C=CC=CC1 (tetrakis(triphenylphosphine)palladium). The solvent is C(C)#N (acetonitrile), O (water). The product is FC(C1=C(C=CC=C1)C1=NC2=C(C=CC=C2C=C1C=O)Cl)(F)F (2-(2-trifluoromethylphenyl)-8-chloroquinoline-3-carbaldehyde). As a reaction SMILES: Cl[C:2]1[C:11]([CH:12]=[O:13])=[CH:10][C:9]2[C:4](=[C:5]([Cl:14])[CH:6]=[CH:7][CH:8]=2)[N:3]=1.[F:15][C:16]([F:27])([F:26])[C:17]1[CH:22]=[CH:21][CH:20]=[CH:19][C:18]=1B(O)O.C(=O)([O-])[O-].[Na+].[Na+]>C(#N)C.O.C1C=CC([P]([Pd]([P](C2C=CC=CC=2)(C2C=CC=CC=2)C2C=CC=CC=2)([P](C2C=CC=CC=2)(C2C=CC=CC=2)C2C=CC=CC=2)[P](C2C=CC=CC=2)(C2C=CC=CC=2)C2C=CC=CC=2)(C2C=CC=CC=2)C2C=CC=CC=2)=CC=1>[F:15][C:16]([F:27])([F:26])[C:17]1[CH:22]=[CH:21][CH:20]=[CH:19][C:18]=1[C:2]1[C:11]([CH:12]=[O:13])=[CH:10][C:9]2[C:4](=[C:5]([Cl:14])[CH:6]=[CH:7][CH:8]=2)[N:3]=1 |f:2.3.4,^1:41,43,62,81|. Procedure details: Prepared according to Procedure A using 2,8-dichloroquinoline 3-carbaldehyde (1.0 g, 4.42 mmol), 2-trifluoromethylphenyl boronic acid (0.924 g, 4.87 mmol, 1.1 eq), tetrakis(triphenylphosphine)palladium (0.256 g, 0.221 mmol, 0.05 eq), and sodium carbonate (2.34 g, 22.1 mmol, 5 eq) in acetonitrile (30 mL) and water (10 mL). After purification, 2-(2-trifluoromethylphenyl)-8-chloroquinoline-3-carbaldehyde was obtained as a yellow solid. 1H NMR (500 MHz, DMSO-d6) δ ppm 9.95 (1 H, s), 9.19 (1 H, s), 8... Reactants: N[C@H](C(=O)NCC(=O)N1CCN(CC1)C1=CC=C(C=C1)Cl)CC1=NC=CC=C1 ((2S)-2-amino-N-[2-[4-(4-chlorophenyl)-1-piperazinyl]-2-oxoethyl]-3-(2-pyridyl)propanamide), ClC=1C=CC2=C(C=C(O2)C(=O)O)C1 (5-chloro-1-benzofuran-2-carboxylic acid), Cl.C(C)N=C=NCCCN(C)C (1-ethyl-3-(3-dimethylaminopropyl)-carbodiimide hydrochloride), ON1N=NC2=C1C=CC=C2 (N-hydroxybenzotriazole). Solvent: CN(C=O)C (N,N-dimethyl-formamide). Reaction conditions: time 14 hour. Yields the product ClC=1C=CC2=C(C=C(O2)C(=O)N[C@H](C(=O)NCC(=O)N2CCN(CC2)C2=CC=C(C=C2)Cl)CC2=NC=CC=C2)C1 (5-Chloro-N-[(1S)-2-[[2-[4-(4-chlorophenyl)-1-piperazinyl]-2-oxoethyl]amino]-2-oxo-1-(2-pyridylmethyl)ethyl]-1-benzofuran-2-carboxamide). Yield: 88.5%. RXN SMILES: [NH2:1][C@@H:2]([CH2:22][C:23]1[CH:28]=[CH:27][CH:26]=[CH:25][N:24]=1)[C:3]([NH:5][CH2:6][C:7]([N:9]1[CH2:14][CH2:13][N:12]([C:15]2[CH:20]=[CH:19][C:18]([Cl:21])=[CH:17][CH:16]=2)[CH2:11][CH2:10]1)=[O:8])=[O:4].[Cl:29][C:30]1[CH:31]=[CH:32][C:33]2[O:37][C:36]([C:38](O)=[O:39])=[CH:35][C:34]=2[CH:41]=1.Cl.C(N=C=NCCCN(C)C)C.ON1C2C=CC=CC=2N=N1>CN(C)C=O>[Cl:29][C:30]1[CH:31]=[CH:32][C:33]2[O:37][C:36]([C:38]([NH:1][C@@H:2]([CH2:22][C:23]3[CH:28]=[CH:27][CH:26]=[CH:25][N:24]=3)[C:3]([NH:5][CH2:6][C:7]([N:9]3[CH2:10][CH2:11][N:12]([C:15]4[CH:20]=[CH:19][C:18]([Cl:21])=[CH:17][CH:16]=4)[CH2:13][CH2:14]3)=[O:8])=[O:4])=[O:39])=[CH:35][C:34]=2[CH:41]=1 |f:2.3|. Reported procedure: To a suspension of (2S)-2-amino-N-[2-[4-(4-chlorophenyl)-1-piperazinyl]-2-oxoethyl]-3-(2-pyridyl)propanamide (18 g) and 5-chloro-1-benzofuran-2-carboxylic acid (8.8 g) in N,N-dimethyl-formamide (180 ml) were added 1-ethyl-3-(3-dimethylaminopropyl)-carbodiimide hydrochloride (9.44 g) and N-hydroxybenzotriazole (6.66 g) at 0° C. The mixture was stirred at room temperature for 14 hours. The reaction mixture was poured into ice-cold saturated aqueous sodium hydrogencarbonate solution and the resulti...